This data is from the Open Reaction Database (ORD), a public repository of structured organic reaction records. The task is: describe an organic reaction: reactants, conditions, products, and yield Reported procedure: A mixture of 4-hydroxy-2-methyl-benzoic acid ethyl ester (400 mg), 2-iodo-pyridine (0.29 mL), CuCl (110 mg), 2,2,6,6-tetramethyl-heptane-3,5-dione (TMHD, 0.087 mL), cesium carbonate (940 mg) in NMP (2 mL) was heated at 120° C. for 20 h. Then the reaction was cooled, diluted with EtOAc, solids were filtered off, filtrate was washed with water, diluted NaCl solution, dried over sodium sulfate, filtered off, concentrated, the residue was column purified to give the desired product (531 mg). LC MS E... Solvent: CN1CCCC1=O (NMP), CCOC(=O)C (EtOAc). Reaction conditions: temperature 120 celsius. Yields the product C(C)OC(C1=C(C=C(C=C1)OC1=NC=CC=C1)C)=O (2-Methyl-4-(pyridin-2-yloxy)-benzoic acid ethyl ester). Reactants: C(C)OC(C1=C(C=C(C=C1)O)C)=O (4-hydroxy-2-methyl-benzoic acid ethyl ester), IC1=NC=CC=C1 (2-iodo-pyridine), CC(C)(C(CC(C(C)(C)C)=O)=O)C (2,2,6,6-tetramethyl-heptane-3,5-dione), C([O-])([O-])=O.[Cs+].[Cs+] (cesium carbonate). Reagents/catalysts: Cl[Cu] (CuCl). RXN SMILES: [CH2:1]([O:3][C:4](=[O:13])[C:5]1[CH:10]=[CH:9][C:8]([OH:11])=[CH:7][C:6]=1[CH3:12])[CH3:2].I[C:15]1[CH:20]=[CH:19][CH:18]=[CH:17][N:16]=1.CC(C)(C(=O)CC(=O)C(C)(C)C)C.C(=O)([O-])[O-].[Cs+].[Cs+]>CN1C(=O)CCC1.CCOC(C)=O.Cl[Cu]>[CH2:1]([O:3][C:4](=[O:13])[C:5]1[CH:10]=[CH:9][C:8]([O:11][C:15]2[CH:20]=[CH:19][CH:18]=[CH:17][N:16]=2)=[CH:7][C:6]=1[CH3:12])[CH3:2] |f:3.4.5|. Reactants: [N+](=O)([O-])C=1C=C2C(NC(C2=CC1)=O)=O (5-nitro-1H-isoindole-1,3(2H)-dione). The reagents and catalysts are [Pd] (Pd/C). Run in C1CCOC1 (THF). Reaction conditions: time 17 hour. Yields the product NC=1C=C2C(NC(C2=CC1)=O)=O (5-amino-1H-isoindole-1,3(2H)-dione). Yield: 59.3%. RXN SMILES: [N+:1]([C:4]1[CH:5]=[C:6]2[C:10](=[CH:11][CH:12]=1)[C:9](=[O:13])[NH:8][C:7]2=[O:14])([O-])=O>C1COCC1.[Pd]>[NH2:1][C:4]1[CH:5]=[C:6]2[C:10](=[CH:11][CH:12]=1)[C:9](=[O:13])[NH:8][C:7]2=[O:14]. Reported procedure: To a solution of 5-nitro-1H-isoindole-1,3(2H)-dione (1.0 g, 5.2 mmol) in dry THF (15 mL) was added 10% Pd/C (0.2 g). The mixture was hydrogenated at 30-40 psi for 17 h. The catalyst was filtered, and the filtrate was evaporated under vacuo to give 0.5 g (59.3%) of 5-amino-1H-isoindole-1,3(2H)-dione as a yellow colour solid.